describe an organic reaction: reactants, conditions, products, and yield From a dataset of the Open Reaction Database (ORD), a public repository of structured organic reaction records. The reactants are [H-].C(C(C)C)[Al+]CC(C)C (Diisobutylaluminium hydride), C(C)(C)(C)OC(=O)NCCC1=CNC2=CC=C(C=C12)CC(=O)OCC (ethyl 3-[2-(N-tert-butyloxycarbonylamino)ethyl]-1H-indole-5-acetate), Cl.C(=O)(OCC)CC1=CC=C(C=C1)NN (4-(Carbethoxymethyl)phenylhydrazine Hydrochloride). Product: C(C)(C)(C)OC(=O)NCCC1=CNC2=CC=C(C=C12)CCO (3-[2-(N-Tert-butyloxycarbonylamino)ethyl]-5-(2-hydroxyethyl)- 1H-indole). Reaction SMILES: [H-].C([Al+]CC(C)C)C(C)C.[C:11]([O:15][C:16]([NH:18][CH2:19][CH2:20][C:21]1[C:29]2[C:24](=[CH:25][CH:26]=[C:27]([CH2:30][C:31](OCC)=[O:32])[CH:28]=2)[NH:23][CH:22]=1)=[O:17])([CH3:14])([CH3:13])[CH3:12].Cl.C(CC1C=CC(NN)=CC=1)(OCC)=O>>[C:11]([O:15][C:16]([NH:18][CH2:19][CH2:20][C:21]1[C:29]2[C:24](=[CH:25][CH:26]=[C:27]([CH2:30][CH2:31][OH:32])[CH:28]=2)[NH:23][CH:22]=1)=[O:17])([CH3:13])([CH3:14])[CH3:12] |f:0.1,3.4|. Reported procedure: Diisobutylaluminium hydride reduction of ethyl 3-[2-(N-tert-butyloxycarbonylamino)ethyl]-1H-indole-5-acetate using the conditions described for Intermediate 1 (Step 4) afforded the title compound as a colourless thick oil, after purification by flash chromatography (silica gel, diethyl ether); δH (250 MHz, CDCl3) 8.03 (1H, br s, indole N--H), 7.44 (1H, s, Ar--H), 7.32 (1H, d, J=8.3 Hz, Ar--H), 7.07 (1H, dd, J=8.3 and 1.6 Hz, Ar--H), 7.02 (1H, d, J=2.2 Hz, Ar--H), 4.60 (1H, br s, --NH--), 3.89 (2... Starting materials: C(C1=CC=CC=C1)=O (Benzaldehyde), COC(CC#N)OC (3,3-dimethoxypropionitrile), C[O-].[Na+] (sodium methoxide). Run in CO (methanol). Reaction conditions: time 8 hour. Product: COC(C(C#N)=CC1=CC=CC=C1)OC (2-(Dimethoxymethyl)-3-phenylacrylonitrile). The yield is 67.6%. RXN SMILES: [CH:1](=O)[C:2]1[CH:7]=[CH:6][CH:5]=[CH:4][CH:3]=1.[CH3:9][O:10][CH:11]([O:15][CH3:16])[CH2:12][C:13]#[N:14].C[O-].[Na+]>CO>[CH3:9][O:10][CH:11]([O:15][CH3:16])[C:12](=[CH:1][C:2]1[CH:7]=[CH:6][CH:5]=[CH:4][CH:3]=1)[C:13]#[N:14] |f:2.3|. Reported procedure: Benzaldehyde (79.5 g, 0.75 mol) and 3,3-dimethoxypropionitrile (115.1 g, 1.0 mol) were mixed together and added to a solution of sodium methoxide (54.0 g, 1.0 mol) in methanol (400 mL) over a period of 15 minutes. The mixture was stirred at room temperature overnight. Most of the methanol was evaporated in vacuo and the residue was partitioned between ethyl acetate (500 mL) and water (450 mL). The organic layer was separated, washed with brine (400 mL), dried (MgSO4) and the solvent evaporated i... Starting materials: benzyl ester, C(C)(=O)OCC1=CS[C@H]2N(C1C(=O)O)C(C2NC(CC=2SC=CC2)=O)=O (3-acetoxymethyl-7-(2-thienylacetamido)-2-cephem-4-carboxylic acid), Br (hydrogen bromide), C(Cl)Cl (methylene chloride). Reaction conditions: time 50 minute. The product is benzyl ester, BrCC1=CS[C@H]2N(C1C(=O)O)C(C2NC(CC=2SC=CC2)=O)=O (3-bromomethyl-7-(2-thienylacetamido)-2-cephem-4-carboxylic acid). As a reaction SMILES: C(O[CH2:5][C:6]1[CH:11]([C:12]([OH:14])=[O:13])[N:10]2[C:15](=[O:26])[CH:16]([NH:17][C:18](=[O:25])[CH2:19][C:20]3[S:21][CH:22]=[CH:23][CH:24]=3)[C@H:9]2[S:8][CH:7]=1)(=O)C.[BrH:27].C(Cl)Cl>>[Br:27][CH2:5][C:6]1[CH:11]([C:12]([OH:14])=[O:13])[N:10]2[C:15](=[O:26])[CH:16]([NH:17][C:18](=[O:25])[CH2:19][C:20]3[S:21][CH:22]=[CH:23][CH:24]=3)[C@H:9]2[S:8][CH:7]=1. Procedure: A cooled solution (in ice) of benzyl ester of 3-acetoxymethyl-7-(2-thienylacetamido)-2-cephem-4-carboxylic acid (77 mg., 0.15 mmole) is stirred while hydrogen bromide (0.5 ml.) in methylene chloride (0.32 mmole) is added dropwise. The reaction is stopped 50 minutes later by simply bubbling off the excess hydrogen bromide with nitrogen. Removal of the solvent affords the benzyl ester of 3-bromomethyl-7-(2-thienylacetamido)-2-cephem-4-carboxylic acid which is employed directly in Step C. The reactants are Cl (hydrochloric acid), CN(C)CC=1C2=C(NC1C(=O)OC)C=CS2 (methyl 6-[(dimethylamino)methyl]-4H-thieno[3,2-b]pyrrole-5-carboxylate), CI (methyl iodide), CC1CCCCC1 (methylcyclohexane), [BH4-].[Na+] (sodium borohydride), C (Darco). Conditions: time 1 hour. The product is CC=1C2=C(NC1C(=O)OC)C=CS2 (methyl 6-methyl-4H-thieno[3,2-b]pyrrole-5-carboxylate). Isolated yield 42.4%. Reaction SMILES: CN([CH2:4][C:5]1[C:6]2[S:16][CH:15]=[CH:14][C:7]=2[NH:8][C:9]=1[C:10]([O:12][CH3:13])=[O:11])C.CI.[BH4-].[Na+].Cl.CC1CCCCC1.C>>[CH3:4][C:5]1[C:6]2[S:16][CH:15]=[CH:14][C:7]=2[NH:8][C:9]=1[C:10]([O:12][CH3:13])=[O:11] |f:2.3|. Reported procedure: Under N2, to methyl 6-[(dimethylamino)methyl]-4H-thieno[3,2-b]pyrrole-5-carboxylate (0.34 g, 1.45 mmol) was added methyl iodide (1.48 mL, 2.37 mmol). The mixture was allowed to stand at rt for 1 h, and then the methyl iodide was removed. The resulting salt was dissolved in absolute methanol (5 mL). To this solution was carefully added sodium borohydride (1.23 g, 3.25 mmol) in small portions. After the addition was complete, the reaction mixture was diluted to a volume of 25 mL by the addition of... The reactants are O=C1C2CC=CCC2C(=O)N1C1(C(=O)Cl)CCCCC1, O=C1c2cccc(Cl)c2C(=O)N1C1(C(=O)Cl)CCCCC1. RXN SMILES: [C:1]1(=[O:20])[CH:2]2[CH:3]([C:4](=[O:15])[N:5]1[C:6]1([C:12](=[O:13])[Cl:14])[CH2:7][CH2:8][CH2:9][CH2:10][CH2:11]1)[CH2:16][CH:17]=[CH:18][CH2:19]2.[Cl:21][c:22]1[cH:23][cH:24][cH:25][c:26]2[c:40]1[C:38](=[O:39])[N:27]([C:29]1([C:30]([Cl:31])=[O:32])[CH2:33][CH2:34][CH2:35][CH2:36][CH2:37]1)[C:28]2=[O:41]>>[C:1]1(=[O:20])[CH:2]2[CH:3]([C:4](=[O:15])[N:5]1[C:6]1([C:12](=[O:13])[NH2:27])[CH2:7][CH2:8][CH2:9][CH2:10][CH2:11]1)[CH2:16][CH:17]=[CH:18][CH2:19]2. Product: NC(=O)C1(N2C(=O)C3CC=CCC3C2=O)CCCCC1.